From a dataset of the Open Reaction Database (ORD), a public repository of structured organic reaction records. describe an organic reaction: reactants, conditions, products, and yield Reactants: [Cl-].O[NH3+] (hydroxylammonium chloride), C(O)([O-])=O.[Na+] (sodium hydrogen carbonate), CS(=O)C (dimethyl sulfoxide), C(#N)C1=C(C=CC=C1)C1=CC=C(C=C1)CC=1C(N(C=2N(C1CCC)N=CN2)CC(=O)OC(C)(C)C)=O (tert-butyl {6-[(2′-cyanobiphenyl-4-yl)methyl]-5-oxo-7-propyl[1,2,4]triazolo[1,5-a]pyrimidin-4(5H)-yl}acetate). Solvent: C(C)(=O)OCC (ethyl acetate). Run at temperature 40 celsius, time 30 minute. Product: O=C1N(C=2N(C(=C1CC1=CC=C(C=C1)C1=C(C=CC=C1)C1=NOC(N1)=O)CCC)N=CN2)CC(=O)OC(C)(C)C (tert-butyl [5-oxo-6-{[2′-(5-oxo-4,5-dihydro-1,2,4-oxadiazol-3-yl)biphenyl-4-yl]methyl}-7-propyl[1,2,4]triazolo[1,5-a]pyrimidin-4(5H)-yl]acetate). The yield is 81.3%. RXN SMILES: [Cl-].O[NH3+:3].[C:4](=[O:7])([O-:6])O.[Na+].CS(C)=O.[C:13]([C:15]1[CH:20]=[CH:19][CH:18]=[CH:17][C:16]=1[C:21]1[CH:26]=[CH:25][C:24]([CH2:27][C:28]2[C:29](=[O:48])[N:30]([CH2:40][C:41]([O:43][C:44]([CH3:47])([CH3:46])[CH3:45])=[O:42])[C:31]3[N:32]([N:37]=[CH:38][N:39]=3)[C:33]=2[CH2:34][CH2:35][CH3:36])=[CH:23][CH:22]=1)#[N:14]>C(OCC)(=O)C>[O:48]=[C:29]1[C:28]([CH2:27][C:24]2[CH:23]=[CH:22][C:21]([C:16]3[CH:17]=[CH:18][CH:19]=[CH:20][C:15]=3[C:13]3[NH:3][C:4](=[O:7])[O:6][N:14]=3)=[CH:26][CH:25]=2)=[C:33]([CH2:34][CH2:35][CH3:36])[N:32]2[N:37]=[CH:38][N:39]=[C:31]2[N:30]1[CH2:40][C:41]([O:43][C:44]([CH3:47])([CH3:46])[CH3:45])=[O:42] |f:0.1,2.3|. Procedure: A mixture of hydroxylammonium chloride (1.7 g), sodium hydrogen carbonate (2.7 g) and dimethyl sulfoxide (15 mL) was stirred at 40° C. for 30 min, tert-butyl {6-[(2′-cyanobiphenyl-4-yl)methyl]-5-oxo-7-propyl[1,2,4]triazolo[1,5-a]pyrimidin-4(5H)-yl}acetate (0.8 g) was added, and the mixture was stirred at 90° C. for 16 hr. The reaction mixture was diluted with ethyl acetate, washed with water and then with saturated brine, and dried over anhydrous magnesium sulfate. The solvent was evaporated und... The reactants are BrC1=CC=C2CCN(C2=C1)C(=O)OC(C)(C)C (tert-butyl 6-bromo-2,3-dihydro-1H-indole-1-carboxylate), C(CCC)[Sn](C=C)(CCCC)CCCC (tributyl(vinyl)tin), CC1=C(CN2N=C(C3=CC=C(C=C23)CC(=O)O)C)C(=CC=C1)C (2-[1-(2,6-dimethylbenzyl)-3-methyl-1H-indazole-6-yl]acetic acid). Product: C(=C)C1=CC=C2CCN(C2=C1)C(=O)OC(C)(C)C (tert-butyl 2,3-dihydro-6-vinyl-1H-indole-1-carboxylate). RXN SMILES: Br[C:2]1[CH:10]=[C:9]2[C:5]([CH2:6][CH2:7][N:8]2[C:11]([O:13][C:14]([CH3:17])([CH3:16])[CH3:15])=[O:12])=[CH:4][CH:3]=1.[CH2:18]([Sn](CCCC)(CCCC)C=C)[CH2:19]CC.CC1C=CC=C(C)C=1CN1C2C(=CC=C(CC(O)=O)C=2)C(C)=N1>>[CH:18]([C:2]1[CH:10]=[C:9]2[C:5]([CH2:6][CH2:7][N:8]2[C:11]([O:13][C:14]([CH3:17])([CH3:16])[CH3:15])=[O:12])=[CH:4][CH:3]=1)=[CH2:19]. Procedure details: The titled compound (207 mg) as a white solid was prepared from tert-butyl 6-bromo-2,3-dihydro-1H-indole-1-carboxylate obtained by the method described in the document (WO 1998/43956 A) and tributyl(vinyl)tin according to the method of the process (2) of Example 66. The reactants are CCCCCCCCCCCCCCOc1ccc(CC(=O)Nc2cccc(CBr)c2)cc1, CC#N, Cc1ccncc1C. Yields the product [Br-], CCCCCCCCCCCCCCOc1ccc(CC(=O)Nc2cccc(C[n+]3ccc(C)c(C)c3)c2)cc1. As a reaction SMILES: [Br:1][CH2:2][c:3]1[cH:4][c:5]([NH:9][C:10]([CH2:11][c:12]2[cH:13][cH:14][c:15]([O:18][CH2:19][CH2:20][CH2:21][CH2:22][CH2:23][CH2:24][CH2:25][CH2:26][CH2:27][CH2:28][CH2:29][CH2:30][CH2:31][CH3:32])[cH:16][cH:17]2)=[O:33])[cH:6][cH:7][cH:8]1.[CH3:42][C:43]#[N:44].[n:34]1[cH:35][c:36]([CH3:41])[c:37]([CH3:40])[cH:38][cH:39]1>>[Br-:1].[CH2:2]([c:3]1[cH:4][c:5]([NH:9][C:10]([CH2:11][c:12]2[cH:13][cH:14][c:15]([O:18][CH2:19][CH2:20][CH2:21][CH2:22][CH2:23][CH2:24][CH2:25][CH2:26][CH2:27][CH2:28][CH2:29][CH2:30][CH2:31][CH3:32])[cH:16][cH:17]2)=[O:33])[cH:6][cH:7][cH:8]1)[n+:34]1[cH:35][c:36]([CH3:41])[c:37]([CH3:40])[cH:38][cH:39]1. The reactants are Cn1nnnc1C(=NOCc1csc(Br)n1)c1ccccc1, C#CCOCc1ccccc1, CCOCC, CCN(C(C)C)C(C)C, [Cu]I, C1CCOC1, c1ccc(P(c2ccccc2)(c2ccccc2)[Pd](P(c2ccccc2)(c2ccccc2)c2ccccc2)(P(c2ccccc2)(c2ccccc2)c2ccccc2)P(c2ccccc2)(c2ccccc2)c2ccccc2)cc1. The product is Cn1nnnc1C(=NOCc1csc(C#CCOCc2ccccc2)n1)c1ccccc1. Reaction SMILES: [Br:1][c:2]1[s:3][cH:4][c:5]([CH2:7][O:8][N:9]=[C:10]([c:11]2[cH:12][cH:13][cH:14][cH:15][cH:16]2)[c:17]2[n:18][n:19][n:20][n:21]2[CH3:22])[n:6]1.[CH2:23]([C:24]#[CH:25])[O:26][CH2:27][c:28]1[cH:29][cH:30][cH:31][cH:32][cH:33]1.[CH2:43]([O:44][CH2:45][CH3:46])[CH3:47].[CH:34]([N:35]([CH2:36][CH3:37])[CH:38]([CH3:39])[CH3:40])([CH3:41])[CH3:42].[Cu:53][I:54].[O:48]1[CH2:49][CH2:50][CH2:51][CH2:52]1.[cH:55]1[cH:56][cH:57][c:58]([P:59]([Pd:60]([P:61]([c:62]2[cH:63][cH:64][cH:65][cH:66][cH:67]2)([c:68]2[cH:69][cH:70][cH:71][cH:72][cH:73]2)[c:74]2[cH:75][cH:76][cH:77][cH:78][cH:79]2)([P:80]([c:81]2[cH:82][cH:83][cH:84][cH:85][cH:86]2)([c:87]2[cH:88][cH:89][cH:90][cH:91][cH:92]2)[c:93]2[cH:94][cH:95][cH:96][cH:97][cH:98]2)[P:99]([c:100]2[cH:101][cH:102][cH:103][cH:104][cH:105]2)([c:106]2[cH:107][cH:108][cH:109][cH:110][cH:111]2)[c:112]2[cH:113][cH:114][cH:115][cH:116][cH:117]2)([c:118]2[cH:119][cH:120][cH:121][cH:122][cH:123]2)[c:124]2[cH:125][cH:126][cH:127][cH:128][cH:129]2)[cH:130][cH:131]1>>[c:2]1([C:25]#[C:24][CH2:23][O:26][CH2:27][c:28]2[cH:29][cH:30][cH:31][cH:32][cH:33]2)[s:3][cH:4][c:5]([CH2:7][O:8][N:9]=[C:10]([c:11]2[cH:12][cH:13][cH:14][cH:15][cH:16]2)[c:17]2[n:18][n:19][n:20][n:21]2[CH3:22])[n:6]1.